This data is from the Open Reaction Database (ORD), a public repository of structured organic reaction records. The task is: describe an organic reaction: reactants, conditions, products, and yield Reaction conditions: temperature 25 celsius, time 16 hour. Solvent: O (water), C1(=CC=CC=C1)C (toluene), C(C)#N (acetonitrile). Yield: 80.0%. Reported procedure: A stirred mixture of 2-(p-chlorophenyl)-5-(trifluoromethyl)pyrrole-3-carbonitrile (13.5 g, 0.05 mole), diethoxymethane (7.8 g, 0.075 mole) and dimethylformamide (5.5 g, 0.075 mole) in acetonitrile, under N2, is treated with phosphorous oxychloride (11.5 g, 0.075 mole) over a 0.25 hour period at 39°-45° C., heated at 39°-45° C. for 0.75 hour and treated dropwise with triethylmine (10.1 g, 0.10 mole) at 45°-55° C. over a 0.5 hour period. The reaction mixture is diluted with water, stirred for 16 h... RXN SMILES: [Cl:1][C:2]1[CH:7]=[CH:6][C:5]([C:8]2[NH:9][C:10]([C:15]([F:18])([F:17])[F:16])=[CH:11][C:12]=2[C:13]#[N:14])=[CH:4][CH:3]=1.[CH2:19]([O:21][CH2:22]OCC)[CH3:20].CN(C)C=O.P(Cl)(Cl)(Cl)=O.[OH-].[Na+]>C(#N)C.O.C1(C)C=CC=CC=1>[Cl:1][C:2]1[CH:3]=[CH:4][C:5]([C:8]2[N:9]([CH2:22][O:21][CH2:19][CH3:20])[C:10]([C:15]([F:18])([F:16])[F:17])=[CH:11][C:12]=2[C:13]#[N:14])=[CH:6][CH:7]=1 |f:4.5|. Reactants: [OH-].[Na+] (NaOH), P(=O)(Cl)(Cl)Cl (phosphorous oxychloride), crude material, ClC1=CC=C(C=C1)C=1NC(=CC1C#N)C(F)(F)F (2-(p-chlorophenyl)-5-(trifluoromethyl)pyrrole-3-carbonitrile), C(C)OCOCC (diethoxymethane), CN(C=O)C (dimethylformamide). The product is ClC1=CC=C(C=C1)C=1N(C(=CC1C#N)C(F)(F)F)COCC (2-(p-chlorophenyl)-1-(ethoxymethyl)-5-(trifluoromethyl)pyrrole-3-carbonitrile).